Dataset: the Open Reaction Database (ORD), a public repository of structured organic reaction records. Task: describe an organic reaction: reactants, conditions, products, and yield Starting materials: C(#N)C1=CC(=C(C=C1)CC(=O)OCC)F (ethyl 2-(4-cyano-2-fluorophenyl)acetate), C(C)OC(N(C)C)OCC (1,1-diethoxy-N,N-dimethylmethanamine). Yields the product C(#N)C1=CC(=C(C=C1)C(C(=O)OCC)=CN(C)C)F (ethyl 2-(4-cyano-2-fluorophenyl)-3-(dimethylamino)acrylate). RXN SMILES: [C:1]([C:3]1[CH:8]=[CH:7][C:6]([CH2:9][C:10]([O:12][CH2:13][CH3:14])=[O:11])=[C:5]([F:15])[CH:4]=1)#[N:2].C(O[CH:19](OCC)[N:20]([CH3:22])[CH3:21])C>>[C:1]([C:3]1[CH:8]=[CH:7][C:6]([C:9](=[CH:19][N:20]([CH3:22])[CH3:21])[C:10]([O:12][CH2:13][CH3:14])=[O:11])=[C:5]([F:15])[CH:4]=1)#[N:2]. Procedure: The title compound was prepared in a manner similar to Example Preparation 10 using ethyl 2-(4-cyano-2-fluorophenyl)acetate and 1,1-diethoxy-N,N-dimethylmethanamine to give the title compound. 1H NMR (400 MHz, DMSO-d6) δ ppm 1.10 (t, J=7.07 Hz, 3H) 2.71 (br. s., 6H) 4.00 (quin, J=6.76 Hz, 2H) 7.37 (t, J=7.71 Hz, 1H) 7.60 (dd, J=7.96, 1.64 Hz, 1H) 7.64 (s, 1H) 7.75 (dd, J=9.47, 1.64 Hz, 1H). MS m/z [M+H]+ 236.2, 263.2. Starting materials: OC=1C=CC=C2C=CC=NC12 (8-hydroxyquinoline), C(=CCCCCCCCCCC)Cl (dodecenyl chloride), [OH-].[Na+] (sodium hydroxide), [I-].[K+] (potassium iodide). Solvent: CO (methanol). Conditions: temperature 230 celsius. Product: C(=CCCCCCCCCCC)C1=CC=C2C=CC=NC2=C1O (7-dodecenyl-8-hydroxyquinoline). RXN SMILES: [OH:1][C:2]1[CH:3]=[CH:4][CH:5]=[C:6]2[C:11]=1[N:10]=[CH:9][CH:8]=[CH:7]2.[OH-].[Na+].[I-].[K+].[CH:16](Cl)=[CH:17][CH2:18][CH2:19][CH2:20][CH2:21][CH2:22][CH2:23][CH2:24][CH2:25][CH2:26][CH3:27]>CO>[CH:16]([C:3]1[C:2]([OH:1])=[C:11]2[C:6]([CH:7]=[CH:8][CH:9]=[N:10]2)=[CH:5][CH:4]=1)=[CH:17][CH2:18][CH2:19][CH2:20][CH2:21][CH2:22][CH2:23][CH2:24][CH2:25][CH2:26][CH3:27] |f:1.2,3.4|. Procedure: One hundred forty five grams (1.0 mole) 8-hydroxyquinoline, 40 gm. sodium hydroxide, 500 ml. methanol and 5 gm. potassium iodide were combined in a two liter round bottom flask. To this was added 243 gm. dodecenyl chloride (as used in Example I) and the mixture stirred under reflux overnight. The product was filtered, taken up in ether and washed with 500 ml. Claisen's alkali (in five portions). The ether solution was washed several times with water until neutral, dried and the solvent stripped ... Starting materials: N#Cc1ccc(C(=O)O)nc1, CC1(c2cccc(N)c2)N=C(N)OCC1(F)F. The product is CC1(c2cccc(NC(=O)c3ccc(C#N)cn3)c2)N=C(N)OCC1(F)F. RXN SMILES: [C:18](#[N:19])[c:20]1[cH:21][cH:22][c:23]([C:26](=[O:27])[OH:28])[n:24][cH:25]1.[NH2:1][c:2]1[cH:3][c:4]([C:8]2([CH3:17])[N:9]=[C:10]([NH2:16])[O:11][CH2:12][C:13]2([F:14])[F:15])[cH:5][cH:6][cH:7]1>>[NH:1]([c:2]1[cH:3][c:4]([C:8]2([CH3:17])[N:9]=[C:10]([NH2:16])[O:11][CH2:12][C:13]2([F:14])[F:15])[cH:5][cH:6][cH:7]1)[C:26]([c:23]1[cH:22][cH:21][c:20]([C:18]#[N:19])[cH:25][n:24]1)=[O:27].